Dataset: the Open Reaction Database (ORD), a public repository of structured organic reaction records. Task: describe an organic reaction: reactants, conditions, products, and yield Product: CC(=O)Nc1nc2ccc(Oc3cccc(NC(=O)C(F)(F)F)c3)cc2s1. Reactants: CC(=O)Cl, CCOC(C)=O, Nc1nc2ccc(Oc3cccc(NC(=O)C(F)(F)F)c3)cc2s1, C1CCOC1, O, c1ccncc1. RXN SMILES: [CH3:31][C:32]([Cl:33])=[O:34].[CH3:41][CH2:42][O:43][C:44](=[O:45])[CH3:46].[NH2:1][c:2]1[s:3][c:4]2[c:5]([n:6]1)[cH:7][cH:8][c:9]([O:11][c:12]1[cH:13][c:14]([NH:18][C:19]([C:20]([F:21])([F:22])[F:23])=[O:24])[cH:15][cH:16][cH:17]1)[cH:10]2.[O:36]1[CH2:37][CH2:38][CH2:39][CH2:40]1.[OH2:35].[cH:25]1[cH:26][cH:27][n:28][cH:29][cH:30]1>>[NH:1]([c:2]1[s:3][c:4]2[c:5]([n:6]1)[cH:7][cH:8][c:9]([O:11][c:12]1[cH:13][c:14]([NH:18][C:19]([C:20]([F:21])([F:22])[F:23])=[O:24])[cH:15][cH:16][cH:17]1)[cH:10]2)[C:32]([CH3:31])=[O:34]. Reactants: O=N[O-], [Na+], [Na+], [OH-], O, CC(C)S(=O)(=O)NCC(C)(O)c1ccc([N+](=O)[O-])cc1. Product: CC(C)S(=O)(=O)NCC(C)(O)c1ccc(O)cc1. RXN SMILES: [N:21](=[O:22])[O-:23].[Na+:24].[Na+:26].[OH-:25].[OH2:27].[OH:1][C:2]([CH2:3][NH:4][S:5](=[O:6])(=[O:7])[CH:8]([CH3:9])[CH3:10])([CH3:11])[c:12]1[cH:13][cH:14][c:15]([N+:18]([O-:19])=[O:20])[cH:16][cH:17]1>>[OH:1][C:2]([CH2:3][NH:4][S:5](=[O:6])(=[O:7])[CH:8]([CH3:9])[CH3:10])([CH3:11])[c:12]1[cH:13][cH:14][c:15]([OH:22])[cH:16][cH:17]1. Starting materials: C(C)(C)(C)OC(=O)N1C[C@H](N(CC1)C(=O)C=1C2=C(N=C(C1)C1=CC=C(C=C1)OCOC)N(N=C2C)C2OCCCC2)CC(F)(F)F ((R)-4-[6-(4-Methoxymethoxy-phenyl)-3-methyl-1-(tetrahydro-pyran-2-yl)-1H-pyrazolo[3,4-b]pyridine-4-carbonyl]-3-(2,2,2-trifluoro-ethyl)-piperazine-1-carboxylic acid tert-butyl ester), B.CSC (borane dimethylsulfide). Solvent: C1CCOC1 (THF). Yields the product C(C)(C)(C)OC(=O)N1C[C@H](N(CC1)CC1=C2C(=NC(=C1)C1=CC=C(C=C1)OCOC)N(N=C2C)C2OCCCC2)CC(F)(F)F ((R)-4-[6-(4-Methoxymethoxy-phenyl)-3-methyl-1-(tetrahydro-pyran-2-yl)-1H-pyrazolo[3,4-b]pyridin-4-ylmethyl]-3-(2,2,2-trifluoro-ethyl)-piperazine-1-carboxylic acid tert-butyl ester). Yield: 84.4%. Reaction SMILES: [C:1]([O:5][C:6]([N:8]1[CH2:13][CH2:12][N:11]([C:14]([C:16]2[C:17]3[C:34]([CH3:35])=[N:33][N:32]([CH:36]4[CH2:41][CH2:40][CH2:39][CH2:38][O:37]4)[C:18]=3[N:19]=[C:20]([C:22]3[CH:27]=[CH:26][C:25]([O:28][CH2:29][O:30][CH3:31])=[CH:24][CH:23]=3)[CH:21]=2)=O)[C@H:10]([CH2:42][C:43]([F:46])([F:45])[F:44])[CH2:9]1)=[O:7])([CH3:4])([CH3:3])[CH3:2].B.CSC>C1COCC1>[C:1]([O:5][C:6]([N:8]1[CH2:13][CH2:12][N:11]([CH2:14][C:16]2[CH:21]=[C:20]([C:22]3[CH:27]=[CH:26][C:25]([O:28][CH2:29][O:30][CH3:31])=[CH:24][CH:23]=3)[N:19]=[C:18]3[N:32]([CH:36]4[CH2:41][CH2:40][CH2:39][CH2:38][O:37]4)[N:33]=[C:34]([CH3:35])[C:17]=23)[C@H:10]([CH2:42][C:43]([F:44])([F:45])[F:46])[CH2:9]1)=[O:7])([CH3:4])([CH3:2])[CH3:3] |f:1.2|. Procedure details: To a solution of 557 mg of (R)-4-[6-(4-Methoxymethoxy-phenyl)-3-methyl-1-(tetrahydro-pyran-2-yl)-1H-pyrazolo[3,4-b]pyridine-4-carbonyl]-3-(2,2,2-trifluoro-ethyl)-piperazine-1-carboxylic acid tert-butyl ester in 8 ml of dry THF 6.9 ml of borane-dimethylsulfide complex (1 M in DCM) was added slowly at r.t., and the reaction was heated to reflux for 3.5 h. The reaction was quenched by the addition of methanol, and the solvents were evaporated. The residue was purified by flash chromatography (silic... Starting materials: N1=CC=CC=C1 (pyridine), ClC1=CC=C(C(=O)Cl)C=C1 (4-chlorobenzoyl chloride), CN(C)C1=NC=CC=C1 (dimethylaminopyridine), C(C1=CC=CC=C1)(=O)Cl (benzoylchloride), O1CCOC12CCN(CC2)S(=O)(=O)C2=CC=C(C=C2)CN ([4-(1,4-dioxa-8-azaspiro[4.5]dec-8-ylsulfonyl)phenyl]methanamine). Solvent: C(Cl)Cl (DCM). Conditions: time 8 hour. Product: ClC1=CC=C(C(=O)NCC2=CC=C(C=C2)S(=O)(=O)N2CCC3(OCCO3)CC2)C=C1 (4-chloro-N-[4-(1,4-dioxa-8-azaspiro[4.5]dec-8-ylsulfonyl)benzyl]benzamide). Isolated yield 59.3%. As a reaction SMILES: [O:1]1[C:5]2([CH2:10][CH2:9][N:8]([S:11]([C:14]3[CH:19]=[CH:18][C:17]([CH2:20][NH2:21])=[CH:16][CH:15]=3)(=[O:13])=[O:12])[CH2:7][CH2:6]2)[O:4][CH2:3][CH2:2]1.N1C=CC=CC=1.[Cl:28][C:29]1[CH:37]=[CH:36][C:32]([C:33](Cl)=[O:34])=[CH:31][CH:30]=1.CN(C1C=CC=CN=1)C.C(Cl)(=O)C1C=CC=CC=1>C(Cl)Cl>[Cl:28][C:29]1[CH:37]=[CH:36][C:32]([C:33]([NH:21][CH2:20][C:17]2[CH:18]=[CH:19][C:14]([S:11]([N:8]3[CH2:7][CH2:6][C:5]4([O:4][CH2:3][CH2:2][O:1]4)[CH2:10][CH2:9]3)(=[O:13])=[O:12])=[CH:15][CH:16]=2)=[O:34])=[CH:31][CH:30]=1. Reported procedure: [4-(1,4-dioxa-8-azaspiro[4.5]dec-8-ylsulfonyl)phenyl]methanamine 7b (3.00 g, 10.1 mmol) was dissolved in DCM (20 ml), pyridine (976 μl, 12.1 mmol), 4-chlorobenzoyl chloride (1.41 ml, 11.1 mmol) and dimethylaminopyridine (catalytic amount) were added and the mixture was stirred at room temp overnight. Excess benzoylchloride was scavenged with aminomethyl-PS (2.0 g, 2.2 mmol) by shaking for 2 h. The resin was filtered off and washed with DCM (20 ml). The combined filtrates were washed with saturat... The reactants are CCS, CN(C)C=O, C=CCN1CCC2(CC1)c1ccccc1Sc1c(OC)cccc12, Cl, [H-], [Na+], O. Product: C=CCN1CCC2(CC1)c1ccccc1Sc1c(O)cccc12. RXN SMILES: [CH2:1]([SH:2])[CH3:3].[CH3:31][N:32]([CH3:33])[CH:34]=[O:35].[CH3:6][O:7][c:8]1[cH:9][cH:10][cH:11][c:12]2[c:13]1[S:14][c:15]1[cH:16][cH:17][cH:18][cH:19][c:20]1[C:21]21[CH2:22][CH2:23][N:24]([CH2:27][CH:28]=[CH2:29])[CH2:25][CH2:26]1.[ClH:30].[H-:4].[Na+:5].[OH2:36]>>[OH:7][c:8]1[cH:9][cH:10][cH:11][c:12]2[c:13]1[S:14][c:15]1[cH:16][cH:17][cH:18][cH:19][c:20]1[C:21]21[CH2:22][CH2:23][N:24]([CH2:27][CH:28]=[CH2:29])[CH2:25][CH2:26]1. RXN SMILES: [CH3:1][N:2]1[C:10]2[N:9]=[CH:8][N:7]([CH2:11][C:12](=[O:14])[CH3:13])[C:6]=2[C:5](=[O:15])[NH:4][C:3]1=[O:16].Cl[CH2:18][CH2:19][CH2:20][CH2:21][CH:22]([OH:24])[CH3:23].S(=O)(=O)(O)O>>[OH:24][CH:22]([CH3:23])[CH2:21][CH2:20][CH2:19][CH2:18][N:4]1[C:5](=[O:15])[C:6]2[N:7]([CH2:11][C:12](=[O:14])[CH3:13])[CH:8]=[N:9][C:10]=2[N:2]([CH3:1])[C:3]1=[O:16]. Starting materials: CN1C(NC(C=2N(C=NC12)CC(C)=O)=O)=O (3-methyl-7-(2-oxopropyl)-xanthine), ClCCCCC(C)O (1-chlorohexan-5-ol), S(O)(O)(=O)=O (sulfuric acid). Procedure details: This compound was prepared starting from 3-methyl-7-(2-oxopropyl)-xanthine by alkylation with 1-chlorohexan-5-ol as described in Example 1; however, without the sulfuric acid treatment. Yields the product OC(CCCCN1C(=O)N(C=2N=CN(C2C1=O)CC(C)=O)C)C (1-(5-Hydroxyhexyl)-3-methyl-7-(2-oxopropyl)-xanthine). Starting materials: CCCc1nc2ccc(OCC(N)=O)cc2c(-c2ccccc2)c1C#N, CO, N, C1CCOC1. Product: CCCc1nc2ccc(OCC(N)=O)cc2c(-c2ccccc2)c1CN. Reaction SMILES: [C:1](#[N:2])[c:3]1[c:4]([CH2:24][CH2:25][CH3:26])[n:5][c:6]2[cH:7][cH:8][c:9]([O:19][CH2:20][C:21](=[O:22])[NH2:23])[cH:10][c:11]2[c:12]1-[c:13]1[cH:14][cH:15][cH:16][cH:17][cH:18]1.[CH3:28][OH:29].[NH3:27].[O:30]1[CH2:31][CH2:32][CH2:33][CH2:34]1>>[CH2:1]([NH2:2])[c:3]1[c:4]([CH2:24][CH2:25][CH3:26])[n:5][c:6]2[cH:7][cH:8][c:9]([O:19][CH2:20][C:21](=[O:22])[NH2:23])[cH:10][c:11]2[c:12]1-[c:13]1[cH:14][cH:15][cH:16][cH:17][cH:18]1. The reactants are aqueous solution, C(O)([O-])=O.[Na+] (sodium hydrogen carbonate), C(C(=O)C)O[C@@H]1[C@H](C(N1C(C(=O)OC(C1=CC=CC=C1)C1=CC=CC=C1)Cl)=O)NC(CC1=CC=CC=C1)=O (diphenylmethyl α-[4(R)-acetonyloxy-3(R)-phenylacetamido-2-oxo-azetidin-1-yl]-α-chloroacetate), C1(=CC=CC=C1)P(C1=CC=CC=C1)C1=CC=CC=C1 (triphenylphosphine), ice water. Solvent: C(Cl)Cl (methylene-chloride). Yields the product C(C(=O)C)O[C@@H]1[C@H](C(N1C(C(=O)OC(C1=CC=CC=C1)C1=CC=CC=C1)=P(C1=CC=CC=C1)(C1=CC=CC=C1)C1=CC=CC=C1)=O)NC(CC1=CC=CC=C1)=O (Diphenylmethyl α-[4(R)-acetonyloxy-3(R)phenylacetamido-2-oxo-azetidin-1-yl]-α-triphenylphosphoranylideneacetate). RXN SMILES: [CH2:1]([O:5][C@H:6]1[N:9]([CH:10](Cl)[C:11]([O:13][CH:14]([C:21]2[CH:26]=[CH:25][CH:24]=[CH:23][CH:22]=2)[C:15]2[CH:20]=[CH:19][CH:18]=[CH:17][CH:16]=2)=[O:12])[C:8](=[O:28])[C@@H:7]1[NH:29][C:30](=[O:38])[CH2:31][C:32]1[CH:37]=[CH:36][CH:35]=[CH:34][CH:33]=1)[C:2]([CH3:4])=[O:3].[C:39]1([P:45]([C:52]2[CH:57]=[CH:56][CH:55]=[CH:54][CH:53]=2)[C:46]2[CH:51]=[CH:50][CH:49]=[CH:48][CH:47]=2)[CH:44]=[CH:43][CH:42]=[CH:41][CH:40]=1.C(=O)([O-])O.[Na+]>C(Cl)Cl>[CH2:1]([O:5][C@H:6]1[N:9]([C:10](=[P:45]([C:46]2[CH:47]=[CH:48][CH:49]=[CH:50][CH:51]=2)([C:52]2[CH:57]=[CH:56][CH:55]=[CH:54][CH:53]=2)[C:39]2[CH:40]=[CH:41][CH:42]=[CH:43][CH:44]=2)[C:11]([O:13][CH:14]([C:21]2[CH:26]=[CH:25][CH:24]=[CH:23][CH:22]=2)[C:15]2[CH:20]=[CH:19][CH:18]=[CH:17][CH:16]=2)=[O:12])[C:8](=[O:28])[C@@H:7]1[NH:29][C:30](=[O:38])[CH2:31][C:32]1[CH:37]=[CH:36][CH:35]=[CH:34][CH:33]=1)[C:2]([CH3:4])=[O:3] |f:2.3|. Procedure: To a solution of crude diphenylmethyl α-[4(R)-acetonyloxy-3(R)-phenylacetamido-2-oxo-azetidin-1-yl]-α-chloroacetate (2.251 g) in anhydrous methylene-chloride (20 ml) is added triphenylphosphine (1.50 g), and the mixture is refluxed for 4 hours under nitrogen atmosphere. The reaction mixture is poured into ice water, mixed with 5% aqueous solution of sodium hydrogen carbonate (20 ml), and extracted with methylene chloride. The organic layer is washed with water, dried over sodium sulfate, and eva... Starting materials: O=C(Cl)CCl, ClCCl, Cl, Nc1ccc(C(=O)N2CCc3cc(S(=O)(=O)n4cc(-c5ccccc5)[nH]c4=O)ccc32)cc1, c1ccncc1. Product: O=C(CCl)Nc1ccc(C(=O)N2CCc3cc(S(=O)(=O)n4cc(-c5ccccc5)[nH]c4=O)ccc32)cc1. As a reaction SMILES: [Cl:41][CH2:42][C:43](=[O:44])[Cl:45].[Cl:46][CH2:47][Cl:48].[ClH:34].[c:1]1(-[c:7]2[nH:8][c:9](=[O:33])[n:10]([S:12](=[O:13])(=[O:14])[c:15]3[cH:16][c:17]4[c:21]([cH:22][cH:23]3)[N:20]([C:24]([c:25]3[cH:26][cH:27][c:28]([NH2:31])[cH:29][cH:30]3)=[O:32])[CH2:19][CH2:18]4)[cH:11]2)[cH:2][cH:3][cH:4][cH:5][cH:6]1.[cH:35]1[cH:36][cH:37][n:38][cH:39][cH:40]1>>[c:1]1(-[c:7]2[nH:8][c:9](=[O:33])[n:10]([S:12](=[O:13])(=[O:14])[c:15]3[cH:16][c:17]4[c:21]([cH:22][cH:23]3)[N:20]([C:24]([c:25]3[cH:26][cH:27][c:28]([NH:31][C:43]([CH2:42][Cl:41])=[O:44])[cH:29][cH:30]3)=[O:32])[CH2:19][CH2:18]4)[cH:11]2)[cH:2][cH:3][cH:4][cH:5][cH:6]1.